Dataset: the Open Reaction Database (ORD), a public repository of structured organic reaction records. Task: describe an organic reaction: reactants, conditions, products, and yield Reactants: CN(C)c1ccncc1, C(=NC1CCCCC1)=NC1CCCCC1, ClCCCl, O=C(O)Cc1ccc([N+](=O)[O-])cc1, O=c1cc(O)c2ccccc2o1. Product: O=C(Cc1ccc([N+](=O)[O-])cc1)c1c(O)c2ccccc2oc1=O. RXN SMILES: [CH3:41][N:42]([CH3:43])[c:44]1[cH:45][cH:46][n:47][cH:48][cH:49]1.[CH:14]1([N:15]=[C:16]=[N:17][CH:18]2[CH2:19][CH2:20][CH2:21][CH2:22][CH2:23]2)[CH2:24][CH2:25][CH2:26][CH2:27][CH2:28]1.[Cl:50][CH2:51][CH2:52][Cl:53].[N+:1](=[O:2])([O-:3])[c:4]1[cH:5][cH:6][c:7]([CH2:10][C:11](=[O:12])[OH:13])[cH:8][cH:9]1.[OH:29][c:30]1[cH:31][c:32](=[O:40])[o:33][c:34]2[cH:35][cH:36][cH:37][cH:38][c:39]12>>[N+:1](=[O:2])([O-:3])[c:4]1[cH:5][cH:6][c:7]([CH2:10][C:11](=[O:13])[c:31]2[c:30]([OH:29])[c:39]3[c:34]([o:33][c:32]2=[O:40])[cH:35][cH:36][cH:37][cH:38]3)[cH:8][cH:9]1. The reactants are N1(CCCCCC1)C=1C(=NC2=CC=C(C=C2N1)C(=O)OCCCC)C1=CC=C(C=C1)F (butyl 3-(azepan-1-yl)-2-(4-fluorophenyl)quinoxaline-6-carboxylate), CO (methanol), [OH-].[Na+] (sodium hydroxide). Solvent: O (water). Conditions: temperature 50 celsius, time 2 hour. Yields the product N1(CCCCCC1)C=1C(=NC2=CC=C(C=C2N1)C(=O)O)C1=CC=C(C=C1)F (3-(Azepan-1-yl)-2-(4-fluorophenyl)quinoxaline-6-carboxylic acid). Reaction SMILES: [N:1]1([C:8]2[C:9]([C:25]3[CH:30]=[CH:29][C:28]([F:31])=[CH:27][CH:26]=3)=[N:10][C:11]3[C:16]([N:17]=2)=[CH:15][C:14]([C:18]([O:20]CCCC)=[O:19])=[CH:13][CH:12]=3)[CH2:7][CH2:6][CH2:5][CH2:4][CH2:3][CH2:2]1.CO.[OH-].[Na+]>O>[N:1]1([C:8]2[C:9]([C:25]3[CH:26]=[CH:27][C:28]([F:31])=[CH:29][CH:30]=3)=[N:10][C:11]3[C:16]([N:17]=2)=[CH:15][C:14]([C:18]([OH:20])=[O:19])=[CH:13][CH:12]=3)[CH2:2][CH2:3][CH2:4][CH2:5][CH2:6][CH2:7]1 |f:2.3|. Procedure: Into a 50-mL round-bottom flask, was placed butyl 3-(azepan-1-yl)-2-(4-fluorophenyl)quinoxaline-6-carboxylate (150 mg, 0.36 mmol, 1.00 equiv), methanol (15 mL), sodium hydroxide (71 mg, 1.77 mmol, 4.98 equiv), water (2 mL). The resulting solution was stirred for 2 hrs at 50° C. in an oil bath. The resulting mixture was concentrated under vacuum. The resulting solution was diluted with 20 mL of H2O. The pH value of the aqueous solution was adjusted to 4-5 with aq hydrogen chloride (1 mol/L). The ... Reactants: O=C(Cl)Cl, CCS(=O)(=O)N1CCN(Cc2cnc(NC(=O)N(C3CCNCC3)C3CCC(C)CC3)s2)CC1, C1CCCC1, Cl. Product: CCS(=O)(=O)N1CCN(Cc2cnc(NC(=O)N(C3CCC(C)CC3)C3CCN(C(=O)C4CCCC4)CC3)s2)CC1. As a reaction SMILES: [C:36](=[O:37])([Cl:38])[Cl:39].[CH2:2]([CH3:3])[S:4](=[O:5])(=[O:6])[N:7]1[CH2:8][CH2:9][N:10]([CH2:13][c:14]2[cH:15][n:16][c:17]([NH:19][C:20]([N:21]([CH:22]3[CH2:23][CH2:24][NH:25][CH2:26][CH2:27]3)[CH:28]3[CH2:29][CH2:30][CH:31]([CH3:34])[CH2:32][CH2:33]3)=[O:35])[s:18]2)[CH2:11][CH2:12]1.[CH2:40]1[CH2:41][CH2:42][CH2:43][CH2:44]1.[ClH:1]>>[CH2:2]([CH3:3])[S:4](=[O:5])(=[O:6])[N:7]1[CH2:8][CH2:9][N:10]([CH2:13][c:14]2[cH:15][n:16][c:17]([NH:19][C:20]([N:21]([CH:22]3[CH2:23][CH2:24][N:25]([C:36](=[O:37])[CH:40]4[CH2:41][CH2:42][CH2:43][CH2:44]4)[CH2:26][CH2:27]3)[CH:28]3[CH2:29][CH2:30][CH:31]([CH3:34])[CH2:32][CH2:33]3)=[O:35])[s:18]2)[CH2:11][CH2:12]1.